From a dataset of the Open Reaction Database (ORD), a public repository of structured organic reaction records. describe an organic reaction: reactants, conditions, products, and yield Starting materials: Oc1ccc(C2CCCC2)cc1, CC1(C(=O)O)CCc2ccc(OCCCOc3ccc(C4CCCCC4)cc3Cl)cc2O1. Product: CC1(C(=O)O)CCc2ccc(OCCCOc3ccc(C4CCCC4)cc3Cl)cc2O1. RXN SMILES: [CH:1]1([c:2]2[cH:3][cH:4][c:5]([OH:6])[cH:7][cH:8]2)[CH2:9][CH2:10][CH2:11][CH2:12]1.[Cl:13][c:14]1[c:15]([O:16][CH2:17][CH2:18][CH2:19][O:20][c:21]2[cH:22][cH:23][c:24]3[c:29]([cH:30]2)[O:28][C:27]([C:31](=[O:32])[OH:33])([CH3:34])[CH2:26][CH2:25]3)[cH:35][cH:36][c:37]([CH:39]2[CH2:40][CH2:41][CH2:42][CH2:43][CH2:44]2)[cH:38]1>>[Cl:13][c:14]1[c:15]([O:16][CH2:17][CH2:18][CH2:19][O:20][c:21]2[cH:22][cH:23][c:24]3[c:29]([cH:30]2)[O:28][C:27]([C:31](=[O:32])[OH:33])([CH3:34])[CH2:26][CH2:25]3)[cH:35][cH:36][c:37]([CH:39]2[CH2:40][CH2:41][CH2:42][CH2:43]2)[cH:38]1. The solvent is C1CCOC1 (THF), C1CCOC1 (THF). Product: C(C)(C)(C)OC(=O)NC1=C(C=CC=C1)CCO ((t-butoxycarbonylamino)-benzene ethanol). Reported procedure: 4-(t-butoxycarbonylamino)-benzeneacetic acid (2.9 g, 11.4 mmoles) is dissolved in 10 ml of anhydrous THF at 0° C. and added to a suspension of LiAlH4 (0.52 g, 13.6 mmoles) in 30 ml of THF. The reaction mixture is agitated at ambient temperature for 1.5 hours. 50 ml of ethyl acetate then 20 ml of 2N soda are added to the medium. The expected product is extracted from the organic phase, which is then washed with 3 times 15 ml of water. The organic phase is dried and the solvent evaporated off unde... Reactants: [H-].[H-].[H-].[H-].[Li+].[Al+3] (LiAlH4), C(C)(C)(C)OC(=O)NC1=CC=C(C=C1)CC(=O)O (4-(t-butoxycarbonylamino)-benzeneacetic acid), C(C)(=O)OCC (ethyl acetate). As a reaction SMILES: [C:1]([O:5][C:6]([NH:8][C:9]1[CH:14]=[CH:13][C:12](CC(O)=O)=[CH:11][CH:10]=1)=[O:7])([CH3:4])([CH3:3])[CH3:2].[H-].[H-].[H-].[H-].[Li+].[Al+3].[C:25](OCC)(=[O:27])[CH3:26]>C1COCC1>[C:1]([O:5][C:6]([NH:8][C:9]1[CH:10]=[CH:11][CH:12]=[CH:13][C:14]=1[CH2:26][CH2:25][OH:27])=[O:7])([CH3:2])([CH3:3])[CH3:4] |f:1.2.3.4.5.6|. Reaction conditions: time 1.5 hour.